From a dataset of the Open Reaction Database (ORD), a public repository of structured organic reaction records. describe an organic reaction: reactants, conditions, products, and yield Reactants: C, CCO, CC1(C)C=C(c2ccc(F)cc2)c2ccc(NS(C)(=O)=O)cc2O1, [H][H], [Pd]. Product: CC1(C)CC(c2ccc(F)cc2)c2ccc(NS(C)(=O)=O)cc2O1. As a reaction SMILES: [C:30].[CH3:27][CH2:28][OH:29].[F:1][c:2]1[cH:3][cH:4][c:5]([C:8]2=[CH:9][C:10]([CH3:23])([CH3:24])[O:11][c:12]3[cH:13][c:14]([NH:18][S:19](=[O:20])(=[O:21])[CH3:22])[cH:15][cH:16][c:17]32)[cH:6][cH:7]1.[H:25][H:26].[Pd:31]>>[F:1][c:2]1[cH:3][cH:4][c:5]([CH:8]2[CH2:9][C:10]([CH3:23])([CH3:24])[O:11][c:12]3[cH:13][c:14]([NH:18][S:19](=[O:20])(=[O:21])[CH3:22])[cH:15][cH:16][c:17]32)[cH:6][cH:7]1.